Task: describe an organic reaction: reactants, conditions, products, and yield. Dataset: the Open Reaction Database (ORD), a public repository of structured organic reaction records The reactants are CCCCCCC(=O)Cl, CCNC(C)CCCc1ccc([N+](=O)[O-])cc1, CC(C)=O, [Na+], [Na+], O=C([O-])[O-], O. The product is CCCCCCC(=O)N(CC)C(C)CCCc1ccc([N+](=O)[O-])cc1. RXN SMILES: [C:25]([CH2:26][CH2:27][CH2:28][CH2:29][CH2:30][CH3:31])(=[O:32])[Cl:33].[CH2:8]([CH3:9])[NH:10][CH:11]([CH2:12][CH2:13][CH2:14][c:15]1[cH:16][cH:17][c:18]([N+:21](=[O:22])[O-:23])[cH:19][cH:20]1)[CH3:24].[CH3:34][C:35](=[O:36])[CH3:37].[Na+:1].[Na+:2].[O-:3][C:4](=[O:5])[O-:6].[OH2:7]>>[CH2:8]([CH3:9])[N:10]([CH:11]([CH2:12][CH2:13][CH2:14][c:15]1[cH:16][cH:17][c:18]([N+:21](=[O:22])[O-:23])[cH:19][cH:20]1)[CH3:24])[C:25]([CH2:26][CH2:27][CH2:28][CH2:29][CH2:30][CH3:31])=[O:32]. The reactants are Cc1ccccc1, OCC1CO1, CCCCCCC(O)CN. Yields the product CCCCCCC(O)CNCC(O)CO. As a reaction SMILES: [CH3:16][c:17]1[cH:18][cH:19][cH:20][cH:21][cH:22]1.[CH:11]1([CH2:12][OH:13])[CH2:14][O:15]1.[OH:1][CH:2]([CH2:3][NH2:4])[CH2:5][CH2:6][CH2:7][CH2:8][CH2:9][CH3:10]>>[OH:1][CH:2]([CH2:3][NH:4][CH2:14][CH:11]([CH2:12][OH:13])[OH:15])[CH2:5][CH2:6][CH2:7][CH2:8][CH2:9][CH3:10]. RXN SMILES: [C:1]([CH2:2][C:3](=[O:4])[CH3:5])([O:6][CH3:7])=[O:8].[CH3:13][C:14](=[O:15])[O-:16].[CH3:33][OH:34].[ClH:11].[F:17][C:18]([c:19]1[cH:20][cH:21][c:22]([S:25][CH2:26][CH2:27][CH:28]=[O:29])[cH:23][cH:24]1)([F:30])[F:31].[Na+:10].[Na+:12].[OH-:9].[OH2:32]>>[CH2:2]([C:3](=[O:4])[CH3:5])[CH:28]([CH2:27][CH2:26][S:25][c:22]1[cH:21][cH:20][c:19]([C:18]([F:17])([F:30])[F:31])[cH:24][cH:23]1)[OH:29]. Reactants: COC(=O)CC(C)=O, CC(=O)[O-], CO, Cl, O=CCCSc1ccc(C(F)(F)F)cc1, [Na+], [Na+], [OH-], O. The product is CC(=O)CC(O)CCSc1ccc(C(F)(F)F)cc1. The reactants are C(C)(C)NN1C(=NC=2C(=NC=3C=C(C=CC3C21)C=CC=2C=NC=CC2)N)CCC (N1-isopropyl-2-propyl-7-(2-pyridin-3-yl-vinyl)-1H-imidazo[4,5-c]quinoline-1,4-diamine). The reagents and catalysts are [Pd] (palladium on carbon). Solvent: CCO (EtOH), CO (MeOH). Run at time 3 day. Product: C(C)(C)NN1C(=NC=2C(=NC=3C=C(C=CC3C21)CCC=2C=NC=CC2)N)CCC (N1-isopropyl-2-propyl-7-(2-pyridin-3-ylethyl)-1H-imidazo[4,5-c]quinoline-1,4-diamine). Yield: 23.1%. As a reaction SMILES: [CH:1]([NH:4][N:5]1[C:17]2[C:16]3[CH:15]=[CH:14][C:13]([CH:18]=[CH:19][C:20]4[CH:21]=[N:22][CH:23]=[CH:24][CH:25]=4)=[CH:12][C:11]=3[N:10]=[C:9]([NH2:26])[C:8]=2[N:7]=[C:6]1[CH2:27][CH2:28][CH3:29])([CH3:3])[CH3:2]>CCO.CO.[Pd]>[CH:1]([NH:4][N:5]1[C:17]2[C:16]3[CH:15]=[CH:14][C:13]([CH2:18][CH2:19][C:20]4[CH:21]=[N:22][CH:23]=[CH:24][CH:25]=4)=[CH:12][C:11]=3[N:10]=[C:9]([NH2:26])[C:8]=2[N:7]=[C:6]1[CH2:27][CH2:28][CH3:29])([CH3:3])[CH3:2]. Reported procedure: A solution of N1-isopropyl-2-propyl-7-(2-pyridin-3-yl-vinyl)-1H-imidazo[4,5-c]quinoline-1,4-diamine (0.97 g, 2.5 mmol) in 15 mL of EtOH and 15 mL of MeOH was treated with palladium on carbon (0.10 g, 0.050 mmol, 5% w/w). The mixture was placed under an atmosphere of hydrogen (3.8×105 Pa) and shaken at ambient temperature. After 3 d, the reaction mixture was filtered through a pad of CELITE filter agent and rinsed with a 1:1 MeOH:EtOH until the filtrate ran clear. The filtrate was concentrated un...